Dataset: the Open Reaction Database (ORD), a public repository of structured organic reaction records. Task: describe an organic reaction: reactants, conditions, products, and yield The reactants are BrC=1C=CC2=C(CCC(N(C2)C2=NC3=CC=CC=C3C(=C2)Cl)=O)C1 (7-bromo-2-(4-chloroquinolin-2-yl)-1,2,4,5-tetrahydro-3H-2-benzazepin-3-one), C(CN)N (ethane-1,2-diamine). Run at temperature 170 celsius. Yields the product NCCNC1=CC(=NC2=CC=CC=C12)N1CC2=C(CCC1=O)C=C(C=C2)Br (2-{4-[(2-Aminoethyl)amino]quinolin-2-yl}-7-bromo-1,2,4,5-tetrahydro-3H-2-benz azepin-3-one). Isolated yield 98.0%. RXN SMILES: [Br:1][C:2]1[CH:3]=[CH:4][C:5]2[CH2:11][N:10]([C:12]3[CH:21]=[C:20](Cl)[C:19]4[C:14](=[CH:15][CH:16]=[CH:17][CH:18]=4)[N:13]=3)[C:9](=[O:23])[CH2:8][CH2:7][C:6]=2[CH:24]=1.[CH2:25]([NH2:28])[CH2:26][NH2:27]>>[NH2:27][CH2:26][CH2:25][NH:28][C:20]1[C:19]2[C:14](=[CH:15][CH:16]=[CH:17][CH:18]=2)[N:13]=[C:12]([N:10]2[C:9](=[O:23])[CH2:8][CH2:7][C:6]3[CH:24]=[C:2]([Br:1])[CH:3]=[CH:4][C:5]=3[CH2:11]2)[CH:21]=1. Procedure: To a solution of 7-bromo-2-(4-chloroquinolin-2-yl)-1,2,4,5-tetrahydro-3H-2-benzazepin-3-one (40 mg, 0.1 mmol) was added ethane-1,2-diamine (0.5 mL) in a microwave vessel, which was degassed and refilled with nitrogen. The resultant mixture was heated at 170° C. under microwave irradiation for 30 minutes. After cooled to room temperature, the mixture was diluted with methanol (10 mL) and concentrated under reduced pressure to give a residue which was purified by preparative HPLC to afford 42 mg o...